Task: describe an organic reaction: reactants, conditions, products, and yield. Dataset: the Open Reaction Database (ORD), a public repository of structured organic reaction records Reactants: C(C)(=O)O (acetic acid), C([O-])([O-])=O.[K+].[K+] (potassium carbonate), CI (methyl iodide), ClC1=C(C=CC=C1)C1=N[C@H](C(NC2=C1C=C(C=C2)[N+](=O)[O-])=O)C ((S)-5-(o-chlorophenyl)-1,3-dihydro-3-methyl-7-nitro-2H-1,4-benzodiazepin-2-one). Run in CC(=O)C (acetone). Conditions: time 4 hour. The product is ClC1=C(C=CC=C1)C1=N[C@H](C(N(C2=C1C=C(C=C2)[N+](=O)[O-])C)=O)C ((S)-5-(o-chlorophenyl)-1,3-dihydro-1,3-dimethyl-7-nitro-2H-1,4-benzodiazepin-2-one). As a reaction SMILES: [Cl:1][C:2]1[CH:7]=[CH:6][CH:5]=[CH:4][C:3]=1[C:8]1[C:14]2[CH:15]=[C:16]([N+:19]([O-:21])=[O:20])[CH:17]=[CH:18][C:13]=2[NH:12][C:11](=[O:22])[C@H:10]([CH3:23])[N:9]=1.[C:24](=O)([O-])[O-].[K+].[K+].CI.C(O)(=O)C>CC(C)=O>[Cl:1][C:2]1[CH:7]=[CH:6][CH:5]=[CH:4][C:3]=1[C:8]1[C:14]2[CH:15]=[C:16]([N+:19]([O-:21])=[O:20])[CH:17]=[CH:18][C:13]=2[N:12]([CH3:24])[C:11](=[O:22])[C@H:10]([CH3:23])[N:9]=1 |f:1.2.3|. Reported procedure: 100 g (0.3 mol) of (S)-5-(o-chlorophenyl)-1,3-dihydro-3-methyl-7-nitro-2H-1,4-benzodiazepin-2-one are dissolved in 700 ml of dry acetone. The solution is treated with 79 ml of ground potassium carbonate and with 31.4 ml of methyl iodide and the mixture is stirred at room temperature for 4 hours. The mixture is treated with 30 ml of glacial acetic acid and evaporated. The residue is treated with an ice/water mixture and extracted several times with methylene chloride. The organic phase is washed ... Starting materials: C(C)(=O)NC=1C=CC(=C(C1)OC(C)=O)[N+](=O)[O-] (acetic acid 5-acetylamino-2-nitro-phenyl ester), C([O-])([O-])=O.[K+].[K+] (potassium carbonate). Run in CO (methanol). Run at time 3 hour. Product: OC=1C=C(C=CC1[N+](=O)[O-])NC(C)=O (N-(3-hydroxy-4-nitro-phenyl)-acetamide). As a reaction SMILES: [C:1]([NH:4][C:5]1[CH:6]=[CH:7][C:8]([N+:15]([O-:17])=[O:16])=[C:9]([O:11]C(=O)C)[CH:10]=1)(=[O:3])[CH3:2].C(=O)([O-])[O-].[K+].[K+]>CO>[OH:11][C:9]1[CH:10]=[C:5]([NH:4][C:1](=[O:3])[CH3:2])[CH:6]=[CH:7][C:8]=1[N+:15]([O-:17])=[O:16] |f:1.2.3|. Procedure: A mixture of acetic acid 5-acetylamino-2-nitro-phenyl ester (20.5 g, 85.77 mmol) and potassium carbonate (26 g, 188.4 mmol) in methanol (200 mL) was stirred at room temperature for 3 hours. The reaction mixture was concentrated under reduced pressure, water (250 mL) was added and the resulting mixture was acidified by addition of concentrated hydrochloric acid. The solid which crushed out was triturated, collected by filtration, washed with water and dried under vacuum to afford N-(3-hydroxy-4-n... Starting materials: O (water), C([O-])([O-])=O.[K+].[K+] (Potassium carbonate), C(CCCC)C1=CC=C(C=CC(=O)NC2=C(C(O)=CC=C2)O)C=C1 (3-(p-pentylcinnamoyl)aminopyrocatechol), COC(C=CCBr)=O (4-bromo-2-butenoic acid methyl ester). Run in CC(=O)C (acetone). The product is COC(CC1COC2=C(O1)C(=CC=C2)NC(C=CC2=CC=C(C=C2)CCCCC)=O)=O (8-(p-pentylcinnamoyl)amino-1,4-benzodioxane-2-acetic acid methyl ester). RXN SMILES: C(=O)([O-])[O-].[K+].[K+].[CH2:7]([C:12]1[CH:30]=[CH:29][C:15]([CH:16]=[CH:17][C:18]([NH:20][C:21]2[CH:27]=[CH:26][CH:25]=[C:23]([OH:24])[C:22]=2[OH:28])=[O:19])=[CH:14][CH:13]=1)[CH2:8][CH2:9][CH2:10][CH3:11].[CH3:31][O:32][C:33](=[O:38])[CH:34]=[CH:35][CH2:36]Br.O>CC(C)=O>[CH3:31][O:32][C:33](=[O:38])[CH2:34][CH:35]1[O:28][C:22]2[C:21]([NH:20][C:18](=[O:19])[CH:17]=[CH:16][C:15]3[CH:14]=[CH:13][C:12]([CH2:7][CH2:8][CH2:9][CH2:10][CH3:11])=[CH:30][CH:29]=3)=[CH:27][CH:26]=[CH:25][C:23]=2[O:24][CH2:36]1 |f:0.1.2|. Procedure details: Potassium carbonate (509 mg) was added to a solution of 3-(p-pentylcinnamoyl)aminopyrocatechol (300 mg; synthesized by the same procedure as reference example 1) and 4-bromo-2-butenoic acid methyl ester in acetone (10 ml), and the mixture was refluxed for 10 min. The reaction mixture was poured into water. The mixture was extracted with ethyl acetate. The extract was purified by column chromatography on silica gel (hexane: ethyl acetate=5:1) to give the title compound (341 mg). Starting materials: C(C)(=O)C(CCC(=O)O)(CCC(=O)O)C(=O)OCC (4-Acetyl-4-ethoxycarbonylheptanedioic acid), product, C(C)(=O)[O-].[K+] (potassium acetate). The solvent is C(C)(=O)OC(C)=O (acetic anhydride). Reaction conditions: temperature 145 celsius, time 2 hour. Product: C(C)(=O)C1(CCC(CC1)=O)C(=O)OCC (Ethyl 1-acetyl-4-oxocyclohexanecarboxylate). RXN SMILES: [C:1]([C:4]([C:15]([O:17][CH2:18][CH3:19])=[O:16])([CH2:10][CH2:11][C:12]([OH:14])=O)[CH2:5][CH2:6]C(O)=O)(=[O:3])[CH3:2].C([O-])(=O)C.[K+]>C(OC(=O)C)(=O)C>[C:1]([C:4]1([C:15]([O:17][CH2:18][CH3:19])=[O:16])[CH2:5][CH2:6][C:12](=[O:14])[CH2:11][CH2:10]1)(=[O:3])[CH3:2] |f:1.2|. Procedure details: To a stirred suspension of Step 2 product (1 eq) in acetic anhydride (2.5 v/w) under nitrogen was added potassium acetate (0.02 eq). The reaction mixture was heated to, and stirred at the reflux temperature (145° C.) for 2 hours. The resultant solution was concentrated in vacuo, and purged with toluene to afford a brown oil. Reactants: C(CC)C1=CC=C(C=C1)[C@@H]1CC[C@H](CC1)O (trans-4-(p-propylphenyl)cyclohexanol), C(C(=O)Cl)(=O)Cl (oxalyl chloride), C([O-])([O-])=O.[Na+].[Na+] (sodium carbonate), C(CCCC)[C@@H]1CC[C@H](CC1)[C@@H]1CC[C@H](CC1)C(=O)O (trans-4-(trans-4-pentylcyclohexyl)cyclohexanecarboxylic acid). Run in C(C)#N (acetonitrile), N1=CC=CC=C1 (pyridine), C(C)#N (acetonitrile), CN(C=O)C (dimethylformamide). Reaction conditions: temperature -20 celsius, time 20 minute. The product is C(CC)C1=CC=C(C=C1)[C@@H]1CC[C@H](CC1)OC(=O)[C@@H]1CC[C@H](CC1)[C@@H]1CC[C@H](CC1)CCCCC (trans-4-(trans-4-pentylcyclohexyl)cyclohexanecarboxylic acid trans-4-(p-propylphenyl)cyclohexyl ester). The yield is 44.2%. Reaction SMILES: C(Cl)(=O)C(Cl)=O.[CH2:7]([C@H:12]1[CH2:17][CH2:16][C@H:15]([C@H:18]2[CH2:23][CH2:22][C@H:21]([C:24]([OH:26])=[O:25])[CH2:20][CH2:19]2)[CH2:14][CH2:13]1)[CH2:8][CH2:9][CH2:10][CH3:11].[CH2:27]([C:30]1[CH:35]=[CH:34][C:33]([C@H:36]2[CH2:41][CH2:40][C@H:39](O)[CH2:38][CH2:37]2)=[CH:32][CH:31]=1)[CH2:28][CH3:29].C(=O)([O-])[O-].[Na+].[Na+]>C(#N)C.N1C=CC=CC=1.CN(C)C=O>[CH2:27]([C:30]1[CH:31]=[CH:32][C:33]([C@H:36]2[CH2:41][CH2:40][C@H:39]([O:25][C:24]([C@H:21]3[CH2:20][CH2:19][C@H:18]([C@H:15]4[CH2:16][CH2:17][C@H:12]([CH2:7][CH2:8][CH2:9][CH2:10][CH3:11])[CH2:13][CH2:14]4)[CH2:23][CH2:22]3)=[O:26])[CH2:38][CH2:37]2)=[CH:34][CH:35]=1)[CH2:28][CH3:29] |f:3.4.5|. Reported procedure: A solution of 0.902 ml of dimethylformamide in 20 ml of acetonitrile was placed at -20° C. while gassing with argon in a sulphonation flask fitted with a mechanical stirrer, serum cap, thermometer and dropping funnel and treated within 2 minutes with 0.338 ml of oxalyl chloride. After completion of the addition, the mixture was stirred at -20° C. for a further 20 minutes and then 1.0 g of trans-4-(trans-4-pentylcyclohexyl)cyclohexanecarboxylic acid was introduced into the resulting white suspens...